From a dataset of the Open Reaction Database (ORD), a public repository of structured organic reaction records. describe an organic reaction: reactants, conditions, products, and yield RXN SMILES: [C:20]([O:21][O:22][C:23](=[O:24])[c:25]1[cH:26][cH:27][cH:28][cH:29][cH:30]1)(=[O:31])[c:32]1[cH:33][cH:34][cH:35][cH:36][cH:37]1.[CH3:1][c:2]1[cH:3][c:4]([C:17](=[O:18])[OH:19])[c:5](-[c:8]2[cH:9][c:10]([C:14](=[O:15])[OH:16])[cH:11][cH:12][cH:13]2)[cH:6][cH:7]1.[Cl:46][C:47]([Cl:48])([Cl:49])[Cl:50].[O:38]=[C:39]1[N:40]([Br:45])[C:41](=[O:42])[CH2:43][CH2:44]1>>[CH2:1]([c:2]1[cH:3][c:4]([C:17](=[O:18])[OH:19])[c:5](-[c:8]2[cH:9][c:10]([C:14](=[O:15])[OH:16])[cH:11][cH:12][cH:13]2)[cH:6][cH:7]1)[Br:45]. Reactants: O=C(OOC(=O)c1ccccc1)c1ccccc1, Cc1ccc(-c2cccc(C(=O)O)c2)c(C(=O)O)c1, ClC(Cl)(Cl)Cl, O=C1CCC(=O)N1Br. Product: O=C(O)c1cccc(-c2ccc(CBr)cc2C(=O)O)c1. Reactants: [F-].[Cs+] (cesium fluoride), IC1=C(C=C(C=C1)OC)[N+](=O)[O-] (1-iodo-4-methoxy-2-nitrobenzene), O (water), C(C=C)B1OC(C)(C)C(C)(C)O1 (allylboronic acid pinacol ester). The reagents and catalysts are C=1C=CC(=CC1)[P](C=2C=CC=CC2)(C=3C=CC=CC3)[Pd]([P](C=4C=CC=CC4)(C=5C=CC=CC5)C=6C=CC=CC6)([P](C=7C=CC=CC7)(C=8C=CC=CC8)C=9C=CC=CC9)[P](C=1C=CC=CC1)(C=1C=CC=CC1)C=1C=CC=CC1 (Pd(PPh3)4). Run in C1CCOC1 (THF), C1CCOC1 (THF), CCCCCC (hexane). Conditions: time 30 minute. Product: C(C=C)C1=C(C=C(C=C1)OC)[N+](=O)[O-] (1-Allyl-4-methoxy-2-nitrobenzene). Yield: 51.8%. Reaction SMILES: I[C:2]1[CH:7]=[CH:6][C:5]([O:8][CH3:9])=[CH:4][C:3]=1[N+:10]([O-:12])=[O:11].[F-].[Cs+].[CH2:15](B1OC(C)(C)C(C)(C)O1)[CH:16]=[CH2:17].O>C1COCC1.CCCCCC.C1C=CC([P]([Pd]([P](C2C=CC=CC=2)(C2C=CC=CC=2)C2C=CC=CC=2)([P](C2C=CC=CC=2)(C2C=CC=CC=2)C2C=CC=CC=2)[P](C2C=CC=CC=2)(C2C=CC=CC=2)C2C=CC=CC=2)(C2C=CC=CC=2)C2C=CC=CC=2)=CC=1>[CH2:17]([C:2]1[CH:7]=[CH:6][C:5]([O:8][CH3:9])=[CH:4][C:3]=1[N+:10]([O-:12])=[O:11])[CH:16]=[CH2:15] |f:1.2,^1:42,44,63,82|. Procedure: To a solution of 1-iodo-4-methoxy-2-nitrobenzene (5 g, 18 mmol) in. THF (500 mL) are added cesium fluoride (11 g, 72 mmol) and Pd(PPh3)4(0.56 g, 48 mmol). The resulting mixture is stirred for 30 min at room temperature. A solution of allylboronic acid pinacol ester (5.6 mL, 33 mmol) in THF (15 mL) is added dropwise. The resulting mixture is refluxed for 24 h then diluted with hexane (100 mL) followed by water (100 mL). The product is extracted with hexane (2×100 mL). The combined organic layers ... The reactants are O=C(O)c1ccc(Br)c2c3c([nH]c12)CCCC3, ClCCCl, C1CCOC1, CCOC(C)=O, ClCCl, N, O. Product: NC(=O)c1ccc(Br)c2c3c([nH]c12)CCCC3. As a reaction SMILES: [Br:1][c:2]1[c:3]2[c:4]3[c:9]([nH:10][c:11]2[c:12]([C:15](=[O:16])[OH:17])[cH:13][cH:14]1)[CH2:8][CH2:7][CH2:6][CH2:5]3.[CH2:21]([Cl:22])[CH2:23][Cl:24].[CH2:26]1[O:27][CH2:28][CH2:29][CH2:30]1.[CH3:32][CH2:33][O:34][C:35]([CH3:36])=[O:37].[Cl:18][CH2:19][Cl:20].[NH3:25].[OH2:31]>>[Br:1][c:2]1[c:3]2[c:4]3[c:9]([nH:10][c:11]2[c:12]([C:15](=[O:17])[NH2:25])[cH:13][cH:14]1)[CH2:8][CH2:7][CH2:6][CH2:5]3. The reactants are O=C([O-])[O-], COCc1cc(C#N)cc(C(=O)O)c1, CCI, CC#N, [Cs+], [Cs+]. Product: CCOC(=O)c1cc(C#N)cc(COC)c1. Reaction SMILES: [C:15](=[O:16])([O-:17])[O-:18].[C:1](#[N:2])[c:3]1[cH:4][c:5]([C:6](=[O:7])[OH:8])[cH:9][c:10]([CH2:12][O:13][CH3:14])[cH:11]1.[CH2:21]([CH3:22])[I:23].[CH3:24][C:25]#[N:26].[Cs+:19].[Cs+:20]>>[C:1](#[N:2])[c:3]1[cH:4][c:5]([C:6](=[O:7])[O:8][CH2:21][CH3:22])[cH:9][c:10]([CH2:12][O:13][CH3:14])[cH:11]1. Reactants: ClC1=NC(=CC(=N1)C(F)(F)F)C1=CC(=CC=C1)C(F)(F)F (2-chloro-4-trifluoromethyl-6-(3-trifluoromethylphenyl)-pyrimidine), ClC1=NC=CC(=C1)B(O)O (2-chloro-pyridine-4-boronic acid). The product is ClC1=NC=CC(=C1)C1=NC(=CC(=N1)C(F)(F)F)C1=CC(=CC=C1)C(F)(F)F (2-(2-Chloro-pyridin-4-yl)-4-trifluoromethyl-6-(3-trifluoromethyl-phenyl)-pyrimidine), solid. Isolated yield 73.0%. RXN SMILES: Cl[C:2]1[N:7]=[C:6]([C:8]([F:11])([F:10])[F:9])[CH:5]=[C:4]([C:12]2[CH:17]=[CH:16][CH:15]=[C:14]([C:18]([F:21])([F:20])[F:19])[CH:13]=2)[N:3]=1.[Cl:22][C:23]1[CH:28]=[C:27](B(O)O)[CH:26]=[CH:25][N:24]=1>>[Cl:22][C:23]1[CH:28]=[C:27]([C:2]2[N:7]=[C:6]([C:8]([F:11])([F:10])[F:9])[CH:5]=[C:4]([C:12]3[CH:17]=[CH:16][CH:15]=[C:14]([C:18]([F:21])([F:20])[F:19])[CH:13]=3)[N:3]=2)[CH:26]=[CH:25][N:24]=1. Reported procedure: The title compound was prepared from 2-chloro-4-trifluoromethyl-6-(3-trifluoromethylphenyl)-pyrimidine (example A.42) (0.65 g, 2.0 mmol) and commercially available 2-chloro-pyridine-4-boronic acid (0.35 g, 2.22 mmol) according to the general procedure IVb. Obtained as an off-white solid (0.59 g, 73%). MS (ISP) 404.0 [(M+H)+]; mp 147° C. The reactants are CC1SCC(C1=O)C (2,4-dimethyl-tetrahydro-thiophen-3-one), CO (methanol), OO (hydrogen peroxide). Product: CC1(SCC(C1=O)C)OC (2,4-Dimethyl-2-methoxy-tetrahydrothiophen-3-one). As a reaction SMILES: [CH3:1][CH:2]1[C:6](=[O:7])[CH:5]([CH3:8])[CH2:4][S:3]1.OO.[CH3:11][OH:12]>>[CH3:1][C:2]1([O:12][CH3:11])[C:6](=[O:7])[CH:5]([CH3:8])[CH2:4][S:3]1. Procedure details: To a solution of 411 g (3.16 mol) of 2,4-dimethyl-tetrahydro-thiophen-3-one in 3000 ml of methanol are added dropwise, at an internal temperature of 63°-65° and over a period of one hour, 256.4 g (2.70 mol) of 35.8% hydrogen peroxide. Starting materials: CCOC(=O)C(C)(C)c1cc(Br)c2[nH]c(-c3cc(C)cc(C)c3)c(C(C)CN)c2c1, [H][H]. Product: CCOC(=O)C(C)(C)c1ccc2[nH]c(-c3cc(C)cc(C)c3)c(C(C)CN)c2c1. RXN SMILES: [CH2:1]([CH3:2])[O:3][C:4]([C:5]([CH3:6])([CH3:7])[c:8]1[cH:9][c:10]2[c:11]([CH:26]([CH2:27][NH2:28])[CH3:29])[c:12](-[c:18]3[cH:19][c:20]([CH3:25])[cH:21][c:22]([CH3:24])[cH:23]3)[nH:13][c:14]2[c:15]([Br:17])[cH:16]1)=[O:30].[H:31][H:32]>>[CH2:1]([CH3:2])[O:3][C:4]([C:5]([CH3:6])([CH3:7])[c:8]1[cH:9][c:10]2[c:11]([CH:26]([CH2:27][NH2:28])[CH3:29])[c:12](-[c:18]3[cH:19][c:20]([CH3:25])[cH:21][c:22]([CH3:24])[cH:23]3)[nH:13][c:14]2[cH:15][cH:16]1)=[O:30].